Dataset: the Open Reaction Database (ORD), a public repository of structured organic reaction records. Task: describe an organic reaction: reactants, conditions, products, and yield As a reaction SMILES: [CH:1]1([C:4]2[C:5]([O:14][CH2:15][C:16]3(C(F)(F)F)[CH2:21][CH2:20][CH2:19][CH2:18][CH2:17]3)=[CH:6][C:7]([F:13])=[C:8]([CH:12]=2)[C:9](O)=[O:10])[CH2:3][CH2:2]1.C1(COC2C(C3CC3)=CC(C(O)=O)=C(F)C=2)CCCCC1.CS(N)(=O)=O.[CH3:52][O:53][CH2:54][CH2:55][S:56]([NH2:59])(=[O:58])=[O:57]>>[CH:16]1([CH2:15][O:14][C:5]2[C:4]([CH:1]3[CH2:3][CH2:2]3)=[CH:12][C:8]([C:9]([NH:59][S:56]([CH2:55][CH2:54][O:53][CH3:52])(=[O:58])=[O:57])=[O:10])=[C:7]([F:13])[CH:6]=2)[CH2:17][CH2:18][CH2:19][CH2:20][CH2:21]1. Yields the product C1(CCCCC1)COC1=CC(=C(C(=O)NS(=O)(=O)CCOC)C=C1C1CC1)F (4-(cyclohexylmethoxy)-5-cyclopropyl-2-fluoro-N-((2-methoxyethyl)-sulfonyl)benzamide). Starting materials: C1(CC1)C=1C(=CC(=C(C(=O)O)C1)F)OCC1(CCCCC1)C(F)(F)F (5-cyclopropyl-2-fluoro-4-((1-(trifluoromethyl)-cyclohexyl)methoxy)benzoic acid), COCCS(=O)(=O)N (2-methoxyethanesulfonamide), C1(CCCCC1)COC1=CC(=C(C(=O)O)C=C1C1CC1)F (4-(cyclohexylmethoxy)-5-cyclopropyl-2-fluorobenzoic acid), CS(=O)(=O)N (methanesulfonamide). Reported procedure: Following the procedure as described in Example 158 step 5, and making variations as required to replace 5-cyclopropyl-2-fluoro-4-((1-(trifluoromethyl)-cyclohexyl)methoxy)benzoic acid with 4-(cyclohexylmethoxy)-5-cyclopropyl-2-fluorobenzoic acid and to replace methanesulfonamide with 2-methoxyethanesulfonamide, the title compound was obtained (0.16 g, 40%) as a colorless solid: 1H NMR (300 MHz, CDCl3) δ8.70-8.59 (m, 1H), 7.58-7.51 (m, 1H), 6.61-6.51 (m, 1H), 3.90-3.74 (m, 6H), 3.31 (s, 3H), 2.11... The reactants are O1[C@H](COC12CCCCC2)\C=N/[S@@](=O)C(C)(C)C ((S,Z)—N—((S)-1,4-dioxaspiro[4.5]decan-2-ylmethylene)-2-methylpropane-2-sulfinamide), C1(=CC=CC=C1)C (toluene), ClC=1C=C(C=CC1Cl)[Mg]Br ((3,4-dichlorophenyl)magnesium bromide). Solvent: O (water). Run at temperature 0 celsius. The product is ClC=1C=C(C=CC1Cl)[C@H](N[S@@](=O)C(C)(C)C)[C@@H]1OC2(OC1)CCCCC2 ((S)—N—((S)-(3,4-dichlorophenyl)((S)-1,4-dioxaspiro[4.5]decan-2-yl)methyl)-2-methylpropane-2-sulfinamide). Yield: 58.7%. As a reaction SMILES: [O:1]1[C:5]2([CH2:10][CH2:9][CH2:8][CH2:7][CH2:6]2)[O:4][CH2:3][C@@H:2]1/[CH:11]=[N:12]\[S@:13]([C:15]([CH3:18])([CH3:17])[CH3:16])=[O:14].C1(C)C=CC=CC=1.[Cl:26][C:27]1[CH:28]=[C:29]([Mg]Br)[CH:30]=[CH:31][C:32]=1[Cl:33]>O>[Cl:26][C:27]1[CH:28]=[C:29]([C@@H:11]([C@H:2]2[CH2:3][O:4][C:5]3([CH2:10][CH2:9][CH2:8][CH2:7][CH2:6]3)[O:1]2)[NH:12][S@:13]([C:15]([CH3:18])([CH3:17])[CH3:16])=[O:14])[CH:30]=[CH:31][C:32]=1[Cl:33]. Procedure: To a solution of 248 (2.0 g, 7.3 mmol) and toluene (30 mL) cooled to −78° C. was added (3,4-dichlorophenyl)magnesium bromide (29 mL, 15 mmol) and warmed to 0° C. for 30 min. The reaction was poured into water and extracted with DCM. The combined organic extracts were dried (MgSO4), filtered and concentrated in vacuo. The crude product was purified by SiO2 chromatography eluting with a hexane/EtOAc gradient (4:1 to 1:1) to afford 1.8 g (59%) of (S)—N—((S)-(3,4-dichlorophenyl)((S)-1,4-dioxaspiro[4...